From a dataset of the Open Reaction Database (ORD), a public repository of structured organic reaction records. describe an organic reaction: reactants, conditions, products, and yield The reactants are ClC1=C(C(=O)O)C(=CC=N1)C1=CC=C(C=C1)Cl (2-chloro-4-(4-chlorophenyl)nicotinic acid), S(=O)(Cl)Cl (thionyl chloride). The solvent is O1CCCC1 (tetrahydrofuran). Conditions: time 2 hour. Product: ClC1=NC=CC(=C1CO)C1=CC=C(C=C1)Cl ([2-chloro-4-(4-chlorophenyl)pyridin-3-yl]methanol). Yield: 83.5%. RXN SMILES: [Cl:1][C:2]1[N:10]=[CH:9][CH:8]=[C:7]([C:11]2[CH:16]=[CH:15][C:14]([Cl:17])=[CH:13][CH:12]=2)[C:3]=1[C:4](O)=[O:5].S(Cl)(Cl)=O>O1CCCC1>[Cl:1][C:2]1[C:3]([CH2:4][OH:5])=[C:7]([C:11]2[CH:16]=[CH:15][C:14]([Cl:17])=[CH:13][CH:12]=2)[CH:8]=[CH:9][N:10]=1. Procedure: To a solution of 2-chloro-4-(4-chlorophenyl)nicotinic acid (2.4 g) in tetrahydrofuran (60 ml) was added thionyl chloride (3.2 g), and the mixture was heated under reflux for 3 hrs. The solvent was evaporated under reduced pressure, and the residue was dissolved in tetrahydrofuran (60 ml). Sodium borohydride (1.5 g) was added by small portions at 0° C., and the mixture was allowed to warm gradually and stirred at room temperature for 2 hrs. Water was added to quench the reaction and the mixture w... Starting materials: BrCC1=C(C=CC(=C1)[N+](=O)[O-])F (2-(Bromomethyl)-1-fluoro-4-nitrobenzene), C1(=CC=CC=C1)P(C1=CC=CC=C1)C1=CC=CC=C1 (triphenylphosphine). Solvent: C1(=CC=CC=C1)C (toluene). Product: [Br-].FC1=C(C[P+](C2=CC=CC=C2)(C2=CC=CC=C2)C2=CC=CC=C2)C=C(C=C1)[N+](=O)[O-] ((2-Fluoro-5-nitrobenzyl)(triphenyl)phosphonium Bromide). Reaction SMILES: [Br:1][CH2:2][C:3]1[CH:8]=[C:7]([N+:9]([O-:11])=[O:10])[CH:6]=[CH:5][C:4]=1[F:12].[C:13]1([P:19]([C:26]2[CH:31]=[CH:30][CH:29]=[CH:28][CH:27]=2)[C:20]2[CH:25]=[CH:24][CH:23]=[CH:22][CH:21]=2)[CH:18]=[CH:17][CH:16]=[CH:15][CH:14]=1>C1(C)C=CC=CC=1>[Br-:1].[F:12][C:4]1[CH:5]=[CH:6][C:7]([N+:9]([O-:11])=[O:10])=[CH:8][C:3]=1[CH2:2][P+:19]([C:20]1[CH:21]=[CH:22][CH:23]=[CH:24][CH:25]=1)([C:26]1[CH:31]=[CH:30][CH:29]=[CH:28][CH:27]=1)[C:13]1[CH:14]=[CH:15][CH:16]=[CH:17][CH:18]=1 |f:3.4|. Reported procedure: 20 g (85.5 mmol) of the compound from example 26A are dissolved in 250 ml of anhydrous toluene and admixed with 22.4 g (85.5 mmol) of triphenylphosphine. The solution is heated under reflux for 16 h, in the course of which a precipitate separates out. The mixture is allowed to cool and the precipitate is filtered off. After washing with diethyl ether, it is dried under reduced pressure. This affords 39 g (92% of theory) of the desired product. Starting materials: C(#N)C1=CC=C(C=O)C=C1 (4-cyanobenzaldehyde), Cl.CNO (N-methylhydroxyamine hydrogen chloride), C([O-])(O)=O.[Na+] (sodium bicarbonate). Run in C(Cl)Cl (methylene chloride). Run at time 5 hour. Product: C(#N)C1=CC=C(C=C1)C=[N+]([O-])C (C-(4-Cyanophenyl)-N-methylnitrone). Isolated yield 98.0%. As a reaction SMILES: [C:1]([C:3]1[CH:10]=[CH:9][C:6]([CH:7]=O)=[CH:5][CH:4]=1)#[N:2].Cl.[CH3:12][NH:13][OH:14].C(=O)(O)[O-].[Na+]>C(Cl)Cl>[C:1]([C:3]1[CH:10]=[CH:9][C:6]([CH:7]=[N+:13]([CH3:12])[O-:14])=[CH:5][CH:4]=1)#[N:2] |f:1.2,3.4|. Procedure: A mixture of 4-cyanobenzaldehyde (3.3 g, 25.2 mmol), N-methylhydroxyamine hydrogen chloride and sodium bicarbonate (4.23 g, 50.4 mmol) in dry methylene chloride (80 ml) was stirred at rt for 5 hrs. The solid portion was filtered off and the filtrate was concentrated to give the product as white solid (98% yield). 1H NMR (300 MHz, CDCl3) δ3.94(s, 3H), 7.46(s, 1H), 7.72(d, J=8 Hz, 2H), 8.32(d, J=8 Hz, 2H). MS (NH3-CI) Calc. for (M+1)+: 161. Found: 161. Solvent: CO (methanol). As a reaction SMILES: C([BH3-])#N.[Na+].[CH3:5][C:6]([CH3:24])([O:8][C:9]([N:11]1[CH2:16][CH2:15][N:14]([C:17]2[CH:22]=[CH:21][CH:20]=[CH:19][C:18]=2[NH2:23])[CH2:13][CH2:12]1)=[O:10])[CH3:7].[CH:25](=O)[CH3:26]>CO>[CH3:7][C:6]([CH3:24])([O:8][C:9]([N:11]1[CH2:16][CH2:15][N:14]([C:17]2[CH:22]=[CH:21][CH:20]=[CH:19][C:18]=2[NH:23][CH2:25][CH3:26])[CH2:13][CH2:12]1)=[O:10])[CH3:5] |f:0.1|. Procedure: Sodium cyanoborohydride (1.6 g) is added to a 0° solution of 1-[1,1-dimethylethoxycarbonyl]-4-(2-aminophenyl)piperazine (PREPARATION 13, 6.52 g) and acetaldehyde (1.48 ml) dissolved in methanol (65 ml). After 3 hr the reaction mixture is partially concentrated under reduced pressure. Then it is diluted with chloroform, washed with saturated aqueous sodium bicarbonate, saline, dried over anhydrous sodium sulfate and concentrated under reduced pressure to give the title compound, Rf =0.62 (ethyl a... Starting materials: C(#N)[BH3-].[Na+] (Sodium cyanoborohydride), CC(C)(OC(=O)N1CCN(CC1)C1=C(C=CC=C1)N)C (1-[1,1-dimethylethoxycarbonyl]-4-(2-aminophenyl)piperazine), C(C)=O (acetaldehyde). The product is CC(C)(OC(=O)N1CCN(CC1)C1=C(C=CC=C1)NCC)C (1-[1,1-Dimethylethoxycarbonyl]-4-[2-(ethylamino)phenyl]piperazine). Starting materials: ClC1=C(C=CC(=C1)C=C)NC1=C(C(=O)NOCCO)C=CC(=C1F)F (2-(2-chloro-4-vinyl-phenylamino)-3,4-difluoro-N-(2-hydroxy-ethoxy)-benzamide), ClC1=C(C=CC(=C1)C=C)NC1=C(C(=O)NOCCO)C=CC(=C1F)F (2-(2-chloro-4-vinyl-phenylamino)-3,4-difluoro-N-(2-hydroxy-ethoxy)-benzamide). The reagents and catalysts are [Pd] (palladium on carbon). Run in O1CCCC1 (tetrahydrofuran), CO (methanol). Reaction conditions: time 6 hour. Product: ClC1=C(C=CC(=C1)CC)NC1=C(C(=O)NOCCO)C=CC(=C1F)F (2-(2-chloro-4-ethyl-phenylamino)-3,4-difluoro-N-(2-hydroxy-ethoxy)-benzamide). RXN SMILES: [Cl:1][C:2]1[CH:7]=[C:6]([CH:8]=[CH2:9])[CH:5]=[CH:4][C:3]=1[NH:10][C:11]1[C:23]([F:24])=[C:22]([F:25])[CH:21]=[CH:20][C:12]=1[C:13]([NH:15][O:16][CH2:17][CH2:18][OH:19])=[O:14]>O1CCCC1.[Pd].CO>[Cl:1][C:2]1[CH:7]=[C:6]([CH2:8][CH3:9])[CH:5]=[CH:4][C:3]=1[NH:10][C:11]1[C:23]([F:24])=[C:22]([F:25])[CH:21]=[CH:20][C:12]=1[C:13]([NH:15][O:16][CH2:17][CH2:18][OH:19])=[O:14]. Reported procedure: A solution of the product of Example 2, Step D, 2-(2-chloro-4-vinyl-phenylamino)-3,4-difluoro-N-(2-hydroxy-ethoxy)-benzamide (0.291 g, 0.789 mmol) in tetrahydrofuran (16 mL) was hydrogenated over 10% palladium on carbon (0.08 g) at 6900 psig at room temperature for 17 hours. The catalyst was removed by filtration and the filtrate was concentrated in vacuo to afford a crystalline solid. The solid was dissolved in methanol and concentrated to near dryness. Ether (10 mL) was added and the mixture w...